This data is from the Open Reaction Database (ORD), a public repository of structured organic reaction records. The task is: describe an organic reaction: reactants, conditions, products, and yield The reactants are Br, OCCCCCCCCCCCCCCCCCCCCCCC(F)(F)C(F)(F)C(F)(F)C(F)(F)F, O=S(=O)(O)O. Product: FC(F)(F)C(F)(F)C(F)(F)C(F)(F)CCCCCCCCCCCCCCCCCCCCCCBr. As a reaction SMILES: [BrH:37].[F:1][C:2]([C:3]([C:4]([CH2:5][CH2:6][CH2:7][CH2:8][CH2:9][CH2:10][CH2:11][CH2:12][CH2:13][CH2:14][CH2:15][CH2:16][CH2:17][CH2:18][CH2:19][CH2:20][CH2:21][CH2:22][CH2:23][CH2:24][CH2:25][CH2:26][OH:27])([F:28])[F:29])([F:30])[F:31])([C:32]([F:33])([F:34])[F:35])[F:36].[S:38](=[O:39])(=[O:40])([OH:41])[OH:42]>>[F:1][C:2]([C:3]([C:4]([CH2:5][CH2:6][CH2:7][CH2:8][CH2:9][CH2:10][CH2:11][CH2:12][CH2:13][CH2:14][CH2:15][CH2:16][CH2:17][CH2:18][CH2:19][CH2:20][CH2:21][CH2:22][CH2:23][CH2:24][CH2:25][CH2:26][Br:37])([F:28])[F:29])([F:30])[F:31])([C:32]([F:33])([F:34])[F:35])[F:36].